From a dataset of the Open Reaction Database (ORD), a public repository of structured organic reaction records. describe an organic reaction: reactants, conditions, products, and yield The reactants are FC(C(=O)O)(F)F (Trifluoroacetic acid), C(C)(C)(C)N1C(C=2N(C3=CC=CC=C13)C=NC2C2=CC=C(C=C2)F)=O (5-tert-Butyl-3-(4-fluorophenyl)-4,5-dihydroimidazo[1,5-a]quinoxalin-4-one). Solvent: C(Cl)Cl (methylene chloride). Run at time 1 hour. Yields the product FC1=CC=C(C=C1)C=1N=CN2C1C(NC1=CC=CC=C21)=O (3-(4-fluorophenyl)-4,5-dihydroimidazo[1,5-a]quinoxalin-4-one). As a reaction SMILES: FC(F)(F)C(O)=O.C([N:12]1[C:21]2[C:16](=[CH:17][CH:18]=[CH:19][CH:20]=2)[N:15]2[CH:22]=[N:23][C:24]([C:25]3[CH:30]=[CH:29][C:28]([F:31])=[CH:27][CH:26]=3)=[C:14]2[C:13]1=[O:32])(C)(C)C>C(Cl)Cl>[F:31][C:28]1[CH:29]=[CH:30][C:25]([C:24]2[N:23]=[CH:22][N:15]3[C:16]4[C:21](=[CH:20][CH:19]=[CH:18][CH:17]=4)[NH:12][C:13](=[O:32])[C:14]=23)=[CH:26][CH:27]=1. Reported procedure: Trifluoroacetic acid (50.0 ml) is added to a solution of 5-tert-butyl-3-(4-fluorophenyl)-4,5-dihydroimidazo[1,5-a]quinoxalin-4-one (XXXIV, EXAMPLE 245, 4.01 g) and methylene chloride (50.0 ml) at 0°. The solution is stirred for 1 hr at 0° and is concentrated. The residue is triturated with water, filtered, washed with water (2×100 ml), ether (2×100 ml), and dried under reduced pressure to give the title compound, mp >300°; IR (mineral oil) 2955, 2922, 2868, 2855, 1667, 1499, 1377 and 1366 cm-1 ;... Reactants: CCOC(=O)C=Cc1cn(Cc2ccc(OCc3csc(-c4ccccc4)n3)cc2)nc1-c1cccs1, CCO, Cl, [Na+], C1CCOC1, [OH-]. Reaction SMILES: [CH2:1]([CH3:2])[O:3][C:4]([CH:5]=[CH:6][c:7]1[c:8](-[c:32]2[s:33][cH:34][cH:35][cH:36]2)[n:9][n:10]([CH2:12][c:13]2[cH:14][cH:15][c:16]([O:19][CH2:20][c:21]3[n:22][c:23](-[c:26]4[cH:27][cH:28][cH:29][cH:30][cH:31]4)[s:24][cH:25]3)[cH:17][cH:18]2)[cH:11]1)=[O:37].[CH3:46][CH2:47][OH:48].[ClH:45].[Na+:39].[O:40]1[CH2:41][CH2:42][CH2:43][CH2:44]1.[OH-:38]>>[O:3]=[C:4]([CH:5]=[CH:6][c:7]1[c:8](-[c:32]2[s:33][cH:34][cH:35][cH:36]2)[n:9][n:10]([CH2:12][c:13]2[cH:14][cH:15][c:16]([O:19][CH2:20][c:21]3[n:22][c:23](-[c:26]4[cH:27][cH:28][cH:29][cH:30][cH:31]4)[s:24][cH:25]3)[cH:17][cH:18]2)[cH:11]1)[OH:37]. Yields the product O=C(O)C=Cc1cn(Cc2ccc(OCc3csc(-c4ccccc4)n3)cc2)nc1-c1cccs1. As a reaction SMILES: [CH:1]1([C:7]#[N:8])[CH2:4][CH2:3][CH:2]1[C:5]#[N:6].[OH:9][CH2:10][C:11](N)([CH3:14])[CH2:12][OH:13]>Cl[Cu]>[CH3:14][C:11]1([CH2:12][OH:13])[CH2:10][O:9][C:5]([CH:2]2[CH2:3][CH2:4][CH:1]2[C:7]2[O:9][CH2:10][C:11]([CH2:12][OH:13])([CH3:14])[N:8]=2)=[N:6]1. The product is CC1(N=C(OC1)C1C(CC1)C=1OCC(N1)(C)CO)CO (1,2-bis-(4-methyl-4-hydroxymethyl oxazolin-2-yl)-cyclobutane). Reported procedure: 53 g of cyclobutane-1,2-dinitrile were heated for 3.5 hours to 100° C. with 150 g of 2-hydroxymethyl-2-amino-1-propanol in the presence of 0.5 g of CuCl. Distillation of the reaction mixture in the same way as described in Example 15 gave 175 g of distillate boiling (79)C./142° - 200° C/0.6 Torr which, when subsequently fractionated in a Vigreux column, gave 117 g (83% of the theoretical) of 1,2-bis-(4-methyl-4-hydroxymethyl oxazolin-2-yl)-cyclobutane boiling at 198° - 204° C./0.05 Torr. The reactants are C1(C(CC1)C#N)C#N (cyclobutane-1,2-dinitrile), OCC(CO)(C)N (2-hydroxymethyl-2-amino-1-propanol). The reagents and catalysts are Cl[Cu] (CuCl). Reactants: ClC(C(S(=O)C1=CC=CC=C1)Cl)=C1CC[C@H]2[C@@H]3CCC4=CC(CC[C@]4(C)C3=CC[C@]12C)=O (20,21-Dichloro-21-(phenylsulfinyl)pregna-4,9(11),17(20)-trien-3-one), C1CCOC1 (THF), C[O-].[Na+] (sodium methoxide), ClC(C(=C1CC[C@H]2[C@@H]3CCC4=CC(CC[C@]4(C)C3=CC[C@]12C)=O)OC)S(=O)C1=CC=CC=C1 (21-Chloro-20-methoxy-21-(phenylsulfinyl)pregna-4,9(11),17(20)-trien-3-one), dichloro. Run in CO (methanol), CC(=O)C (acetone), CO (methanol), O (water). Yields the product ClC=C([C@]1(CC[C@H]2[C@@H]3CCC4=CC(CC[C@]4(C)C3=CC[C@]12C)=O)O)OC (21-Chloro-17α-hydroxy-20-methoxypregna-4,9(11),20-trien-3-one). RXN SMILES: ClC(=C1[C@]2(C)[C@H]([C@H]3C(=CC2)[C@]2(C)C(=CC(=O)CC2)CC3)CC1)C(Cl)S(C1C=CC=CC=1)=[O:5].C1COCC1.C[O-].[Na+].[Cl:41][CH:42](S(C1C=CC=CC=1)=O)[C:43]([O:64][CH3:65])=[C:44]1[C@:61]2([CH3:62])[C@H:47]([C@H:48]3[C:58](=[CH:59][CH2:60]2)[C@:56]2([CH3:57])[C:51](=[CH:52][C:53](=[O:63])[CH2:54][CH2:55]2)[CH2:50][CH2:49]3)[CH2:46][CH2:45]1>CO.O.CC(C)=O>[Cl:41][CH:42]=[C:43]([O:64][CH3:65])[C@:44]1([OH:5])[C@:61]2([CH3:62])[C@H:47]([C@H:48]3[C:58](=[CH:59][CH2:60]2)[C@:56]2([CH3:57])[C:51](=[CH:52][C:53](=[O:63])[CH2:54][CH2:55]2)[CH2:50][CH2:49]3)[CH2:46][CH2:45]1 |f:2.3|. Reported procedure: 20,21-Dichloro-21-(phenylsulfinyl)pregna-4,9(11),17(20)-trien-3-one (VII, Example 2, 3.0 g) dry THF (36 ml), methanol (7.5 ml) and acetone (6 ml) are cooled to 0° under nitrogen and sodium methoxide in methanol (25%, 2.8 ml) is added with stirring. After 1 hour of stirring, TLC analysis shows complete conversion of the dichloro starting material (VI) to 21-chloro-20-methoxy-21-(phenylsulfinyl)pregna-4,9(11),17(20)-trien-3-one (VIII, Example 3). The mixture is brought to 20°-25° and stirred for 2... The reactants are [O-]CC.[Na+] (Sodium ethoxide), C(C)(=O)NC(N(C=1SC(=CC1C(=O)OCC)CC1=CC=CC=C1)CC(C)C)=O (N′-acetyl-N-(2-methylpropyl)-N-[3-ethoxycarbonyl-5-(phenylmethyl)-2-thienyl]urea), IC (iodomethane). Conditions: time 20 hour. Solvent: C(C)O (ethanol). Isolated yield 71.8%. The product is CN1C(N(C2=C(C1=O)C=C(S2)CC2=CC=CC=C2)CC(C)C)=O (3-Methyl-1-(2-methylpropyl)-6-(phenylmethyl)thieno[2,3-d]pyrimidine-2,4(1H,3H)-dione). Reported procedure: Sodium ethoxide (1.96 g) was added to a solution of N′-acetyl-N-(2-methylpropyl)-N-[3-ethoxycarbonyl-5-(phenylmethyl)-2-thienyl]urea (2.90 g) in ethanol (40 ml) under nitrogen. The mixture was stirred for 20 hours then iodomethane (1.80 ml) was added. The mixture was heated to reflux for 3 hours and then allowed to cool to room temperature and evaporated under reduced pressure. The residue was diluted with water and extracted with ethyl acetate twice. The organic extracts were dried over anhydro... Reaction SMILES: [O-]CC.[Na+].[C:5]([NH:8][C:9](=[O:32])[N:10]([CH2:28][CH:29]([CH3:31])[CH3:30])[C:11]1[S:12][C:13]([CH2:21][C:22]2[CH:27]=[CH:26][CH:25]=[CH:24][CH:23]=2)=[CH:14][C:15]=1[C:16](OCC)=[O:17])(=O)C.IC>C(O)C>[CH3:5][N:8]1[C:16](=[O:17])[C:15]2[CH:14]=[C:13]([CH2:21][C:22]3[CH:27]=[CH:26][CH:25]=[CH:24][CH:23]=3)[S:12][C:11]=2[N:10]([CH2:28][CH:29]([CH3:31])[CH3:30])[C:9]1=[O:32] |f:0.1|.